From a dataset of the Open Reaction Database (ORD), a public repository of structured organic reaction records. describe an organic reaction: reactants, conditions, products, and yield Yield: 53.7%. Starting materials: N1C=NC=C1 (Imidazole), CC(C)(C)[Si](C)(C)Cl (TBSCl), OC(CO)C=1C=C(C=CC1)NC(OCC1=CC=CC=C1)=O (Benzyl 3-(1,2-dihydroxyethyl)phenylcarbamate). RXN SMILES: [OH:1][CH:2]([C:5]1[CH:6]=[C:7]([NH:11][C:12](=[O:21])[O:13][CH2:14][C:15]2[CH:20]=[CH:19][CH:18]=[CH:17][CH:16]=2)[CH:8]=[CH:9][CH:10]=1)[CH2:3][OH:4].N1C=CN=C1.[CH3:27][C:28]([Si:31](Cl)([CH3:33])[CH3:32])([CH3:30])[CH3:29]>CN(C=O)C>[Si:31]([O:4][CH2:3][CH:2]([C:5]1[CH:6]=[C:7]([NH:11][C:12](=[O:21])[O:13][CH2:14][C:15]2[CH:16]=[CH:17][CH:18]=[CH:19][CH:20]=2)[CH:8]=[CH:9][CH:10]=1)[OH:1])([C:28]([CH3:30])([CH3:29])[CH3:27])([CH3:33])[CH3:32]. The product is [Si](C)(C)(C(C)(C)C)OCC(O)C=1C=C(C=CC1)NC(OCC1=CC=CC=C1)=O (Benzyl 3-(2-(tert-butyldimethylsilyloxy)-1-hydroxyethyl)phenylcarbamate). Run in CN(C)C=O (DMF). Procedure details: Benzyl 3-(1,2-dihydroxyethyl)phenylcarbamate (8 g) was dissolved in dry DMF (50 mL) and cooled to 0° C. Imidazole (2.8 g) and TBSCl (5 g) were added and the mixture was stirred at room temperature for 24 hours. The reaction was quenched by addition of water (100 mL) and extracted with EtOAc (2×100 mL). The organic phase was separated, dried over Na2SO4 and concentrated to give a crude product which was purified by column chromatography to give the title compound (6 g, 60%). Run at temperature 0 celsius, time 24 hour.